From a dataset of the Open Reaction Database (ORD), a public repository of structured organic reaction records. describe an organic reaction: reactants, conditions, products, and yield Starting materials: FC1=C(NC(=O)OCC)C=CC=C1 (2-Fluoro-N-ethoxycarbonylaniline), C(C)(C)(C)O (t-Butyl alcohol), CCCCCC (n-Hexane), C(C)(C)(C)O (t-Butyl alcohol), C(C)(C)(C)O (t-butyl alcohol). Solvent: S(O)(O)(=O)=O (sulfuric acid). Conditions: temperature 70 celsius, time 30 minute. Yields the product C(C)OC(=O)NC1=C(C=C(C=C1)C(C)(C)C)F (N-ethoxycarbonyl-4-t-butyl-2-fluoroaniline). The yield is 111.0%. As a reaction SMILES: [F:1][C:2]1[CH:13]=[CH:12][CH:11]=[CH:10][C:3]=1[NH:4][C:5]([O:7][CH2:8][CH3:9])=[O:6].[C:14](O)([CH3:17])([CH3:16])[CH3:15].CCCCCC>S(=O)(=O)(O)O>[CH2:8]([O:7][C:5]([NH:4][C:3]1[CH:10]=[CH:11][C:12]([C:14]([CH3:17])([CH3:16])[CH3:15])=[CH:13][C:2]=1[F:1])=[O:6])[CH3:9]. Reported procedure: 2-Fluoro-N-ethoxycarbonylaniline (1.00 g, 5.46 mmol) prepared as described in Example 1 was dissolved in 77.6% sulfuric acid (5.00 g) to prepare a solution. t-Butyl alcohol (0.440 g, 6.01 mmol) was added dropwise to the solution under a nitrogen atmosphere over a period of 30 min while stirring and heating the solution at 70° C. After the completion of the dropwise addition, the reaction solution was vigorously stirred at the same temperature for one hr. Thereafter, t-butyl alcohol (0.440 g, 6.0...